This data is from the Open Reaction Database (ORD), a public repository of structured organic reaction records. The task is: describe an organic reaction: reactants, conditions, products, and yield Starting materials: Cl (hydrochloric acid), CN1C(=CC2=C(C=CC=C12)COC1OCCCC1)C(=O)OCC (ethyl 1-methyl-4-(2-tetrahydropyranyl)oxymethyl-2-indolecarboxylate). The solvent is O1CCCC1 (tetrahydrofuran). Reaction conditions: temperature 50 celsius. The product is OCC1=C2C=C(N(C2=CC=C1)C)C(=O)OCC (ethyl 4-hydroxymethyl-1-methyl-2-indolecarboxylate). The yield is 98.7%. Reaction SMILES: Cl.[CH3:2][N:3]1[C:11]2[C:6](=[C:7]([CH2:12][O:13]C3CCCCO3)[CH:8]=[CH:9][CH:10]=2)[CH:5]=[C:4]1[C:20]([O:22][CH2:23][CH3:24])=[O:21]>O1CCCC1>[OH:13][CH2:12][C:7]1[CH:8]=[CH:9][CH:10]=[C:11]2[C:6]=1[CH:5]=[C:4]([C:20]([O:22][CH2:23][CH3:24])=[O:21])[N:3]2[CH3:2]. Reported procedure: In a solvent mixture of 20 ml of 2N hydrochloric acid and 60 ml of tetrahydrofuran was dissolved 4.00 g (12.6 mmol) of ethyl 1-methyl-4-(2-tetrahydropyranyl)oxymethyl-2-indolecarboxylate. The solution was stirred at 50° C. for an hour. The reaction mixture was poured onto ice water and the aqueous layer was extracted three times with ethyl acetate. The combined extracts were washed with saturated sodium hydrogen-carbonate solution. After drying over anhydrous magnesium sulfate, the solvent was d...